Dataset: the Open Reaction Database (ORD), a public repository of structured organic reaction records. Task: describe an organic reaction: reactants, conditions, products, and yield RXN SMILES: [N:1]1[CH:6]=[CH:5][CH:4]=[C:3]([O:7][C:8]2[CH:15]=[CH:14][CH:13]=[CH:12][C:9]=2[C:10]#[N:11])[CH:2]=1>N.CO.[Ni]>[N:1]1[CH:6]=[CH:5][CH:4]=[C:3]([O:7][C:8]2[CH:15]=[CH:14][CH:13]=[CH:12][C:9]=2[CH2:10][NH2:11])[CH:2]=1. The product is N1=CC(=CC=C1)OC1=C(CN)C=CC=C1 (2-(Pyridin-3-yloxy)-benzylamine). Starting materials: N1=CC(=CC=C1)OC1=C(C#N)C=CC=C1 (2-(Pyridin-3-yloxy)-benzonitrile). Procedure: To a solution of Example 94A (4.28 g, 21.84 mmol) in 7N NH3 in methanol (200 ml) was added Raney nickel (12 g) under argon atmosphere. The reaction mixture was kept on a shaker under 60 psi H2 atmosphere. After 6 hours at room temperature, the reaction mixture was filtered through a micro pore filter and concentrated to give the title compound. MS (ESI+) m/z 201 (M+H)+. Reaction conditions: time 6 hour. Reagents/catalysts: [Ni] (Raney nickel). The solvent is N (NH3), CO (methanol). Starting materials: CCN(C(C)C)C(C)C, Cc1cc(Cl)c(C(=O)O)cc1CNC(=O)C(C)C, Nc1ncc[nH]1, CN(C)C=O, O=S(=O)(O)O. Product: Cc1cc(Cl)c(C(=O)Nc2ncc[nH]2)cc1CNC(=O)C(C)C. Reaction SMILES: [CH:30]([N:31]([CH2:32][CH3:33])[CH:34]([CH3:35])[CH3:36])([CH3:37])[CH3:38].[Cl:1][c:2]1[c:3]([C:4](=[O:5])[OH:6])[cH:7][c:8]([CH2:12][NH:13][C:14]([CH:15]([CH3:16])[CH3:17])=[O:18])[c:9]([CH3:11])[cH:10]1.[NH2:24][c:25]1[nH:26][cH:27][cH:28][n:29]1.[O:39]=[CH:40][N:41]([CH3:42])[CH3:43].[S:19]([OH:20])([OH:21])(=[O:22])=[O:23]>>[Cl:1][c:2]1[c:3]([C:4](=[O:6])[NH:24][c:25]2[nH:26][cH:27][cH:28][n:29]2)[cH:7][c:8]([CH2:12][NH:13][C:14]([CH:15]([CH3:16])[CH3:17])=[O:18])[c:9]([CH3:11])[cH:10]1. Reactants: NC=1C=C2C=3CC(CCC3NC2=CC1)N(C)C (6-amino-3-(dimethyl)amino-1,2,3,4-tetrahydro-9H-carbazole), C1(=CC=CC=C1)S(=O)(=O)Cl (benzenesulfonyl chloride). Product: C1(=CC=CC=C1)S(=O)(=O)NC=1C=C2C=3CC(CCC3NC2=CC1)N(C)C (6-(benzenesulfonyl)amino-3-(dimethyl)amino-1,2,3,4-tetrahydro-9H-carbazole). Yield: 32.9%. RXN SMILES: [NH2:1][C:2]1[CH:3]=[C:4]2[C:12](=[CH:13][CH:14]=1)[NH:11][C:10]1[CH2:9][CH2:8][CH:7]([N:15]([CH3:17])[CH3:16])[CH2:6][C:5]2=1.[C:18]1([S:24](Cl)(=[O:26])=[O:25])[CH:23]=[CH:22][CH:21]=[CH:20][CH:19]=1>>[C:18]1([S:24]([NH:1][C:2]2[CH:3]=[C:4]3[C:12](=[CH:13][CH:14]=2)[NH:11][C:10]2[CH2:9][CH2:8][CH:7]([N:15]([CH3:17])[CH3:16])[CH2:6][C:5]3=2)(=[O:26])=[O:25])[CH:23]=[CH:22][CH:21]=[CH:20][CH:19]=1. Procedure: Beginning with 10.4 mg (0.046 mMol) 6-amino-3-(dimethyl)amino-1,2,3,4-tetrahydro-9H-carbazole and 8.6 μL (0.051 mMol) benzenesulfonyl chloride, 5.6 mg (34%) of the title compound were recovered as a light beige solid.